From a dataset of the Open Reaction Database (ORD), a public repository of structured organic reaction records. describe an organic reaction: reactants, conditions, products, and yield Reactants: N1N=NN=C1C1=CC2=C(N=CNC2=O)C=N1 (6-(1,2,3,4-Tetrazol-5-yl)-pyrido[3,4-d]pyrimidin-4-one), C(C)(=O)OC(C)=O (acetic anhydride). Product: CC1=NN=C(O1)C1=CC2=C(N=CNC2=O)C=N1 (6-(5-Methyl-1,3,4-oxadiazol-2-yl)-pyrido[3,4-d]pyrimidin-4-one). RXN SMILES: N1[C:5]([C:6]2[N:16]=[CH:15][C:9]3[N:10]=[CH:11][NH:12][C:13](=[O:14])[C:8]=3[CH:7]=2)=[N:4][N:3]=N1.[C:17](OC(=O)C)(=[O:19])[CH3:18]>>[CH3:18][C:17]1[O:19][C:5]([C:6]2[N:16]=[CH:15][C:9]3[N:10]=[CH:11][NH:12][C:13](=[O:14])[C:8]=3[CH:7]=2)=[N:4][N:3]=1. Procedure: 6-(1,2,3,4-Tetrazol-5-yl)-pyrido[3,4-d]pyrimidin-4-one (1.4 g) in acetic anhydride (10 ml) was heated at reflux under N2 for 2.5 hours. The cooled mixture was absorbed onto silica and purified by chromatography to give the title compound 90.14 g) as a beige solid; δH [2H6]DMSO 13.0(1H,bs), 9.30 (1H,s), 8.66 (1H,s), 8.47 (1H,s) 2.75 (3H,s); m/z (M+1+)230.